From a dataset of the Open Reaction Database (ORD), a public repository of structured organic reaction records. describe an organic reaction: reactants, conditions, products, and yield Starting materials: ClC(Cl)Cl, O=[N+]([O-])c1cccc(CO)c1Cl. The product is O=Cc1cccc([N+](=O)[O-])c1Cl. RXN SMILES: [CH:13]([Cl:14])([Cl:15])[Cl:16].[Cl:1][c:2]1[c:3]([CH2:11][OH:12])[cH:4][cH:5][cH:6][c:7]1[N+:8](=[O:9])[O-:10]>>[Cl:1][c:2]1[c:3]([CH:11]=[O:12])[cH:4][cH:5][cH:6][c:7]1[N+:8](=[O:9])[O-:10]. The reactants are CN1CCNCC1 (N-methylpiperazine), FC=1C=CC2=C(C(NC=3C(N2)=CSC3)=O)C1 (7-fluoro-4H-thieno[3,4-b][1,4]benzodiazepin-9(10H)-one), C1(=CC=CC=C1)OC (anisole), CN1CCNCC1 (N-methylpiperazine). The reagents and catalysts are [Ti](Cl)(Cl)(Cl)Cl (titanium tetrachloride). Solvent: C1(=CC=CC=C1)C (toluene), C1(=CC=CC=C1)C (toluene). Yields the product FC=1C=CC2=C(C(=NC=3C(N2)=CSC3)N3CCN(CC3)C)C1 (7-Fluoro-9-(4-methyl-1-piperazinyl)-4H-thieno[3,4-b][1,4]benzodiazepine). As a reaction SMILES: [CH3:1][N:2]1[CH2:7][CH2:6][NH:5][CH2:4][CH2:3]1.C1(OC)C=CC=CC=1.[F:16][C:17]1[CH:18]=[CH:19][C:20]2[NH:26][C:25]3=[CH:27][S:28][CH:29]=[C:24]3[NH:23][C:22](=O)[C:21]=2[CH:31]=1>[Ti](Cl)(Cl)(Cl)Cl.C1(C)C=CC=CC=1>[F:16][C:17]1[CH:18]=[CH:19][C:20]2[NH:26][C:25]3=[CH:27][S:28][CH:29]=[C:24]3[N:23]=[C:22]([N:5]3[CH2:6][CH2:7][N:2]([CH3:1])[CH2:3][CH2:4]3)[C:21]=2[CH:31]=1. Reported procedure: To a stirred mixture of 14.0 g. of N-methylpiperazine, 3.4 ml. of titanium tetrachloride and 6 ml. of anisole in 60 ml. of toluene is added a mixture of 6.7 g. of N-methylpiperazine and 5.6 g. of 7-fluoro-4H-thieno[3,4-b][1,4]benzodiazepin-9(10H)-one in 6 ml. of toluene. The mixture is treated as described in Example 1, giving the desired product as a tan solid, m.p. 224°-227° C. (dec.).